From a dataset of the Open Reaction Database (ORD), a public repository of structured organic reaction records. describe an organic reaction: reactants, conditions, products, and yield The reactants are NC1=CC=CC=C1 (aniline), Cl (HCl), cuprous oxide, C=CC1=CC=CC=C1 (styrene). Solvent: C(C)#N (acetonitrile). Product: ClC(CC1=CC=CC=C1)C1=CC=CC=C1 (2-chloro-1,2-diphenylethane). Isolated yield 66.7%. RXN SMILES: [CH2:1]=[CH:2][C:3]1[CH:8]=[CH:7][CH:6]=[CH:5][CH:4]=1.N[C:10]1[CH:15]=[CH:14][CH:13]=[CH:12][CH:11]=1.[ClH:16]>C(#N)C>[Cl:16][CH:1]([C:10]1[CH:15]=[CH:14][CH:13]=[CH:12][CH:11]=1)[CH2:2][C:3]1[CH:8]=[CH:7][CH:6]=[CH:5][CH:4]=1. Procedure: Following the general procedure of Example I, 236 mmols of distilled styrene were reacted with 25 mmols of distilled aniline in 30 mL of acetonitrile and in the presence of 38 mmols of concentrated HCl and 2.5 mmols of cuprous oxide. The process resulted in a 66.7% yield of 2-chloro-1,2-diphenylethane.